This data is from the Open Reaction Database (ORD), a public repository of structured organic reaction records. The task is: describe an organic reaction: reactants, conditions, products, and yield Starting materials: (-)-p-ditoluoyl-L-tartaric acid, C(C=C)N1C[C@@H](N(C[C@H]1C)[C@H](C=1C=C(C=CC1)O)C=1SC=C(C1)Br)C ((±)-3-((R*)-((2S*,5R*)-4-allyl-2,5-dimethyl-1-piperazinyl)(4-bromo-2-thienyl)methyl)phenol). Run in C(C)O (ethanol), C(C)O (ethanol). Product: C(C=C)N1C[C@H](N(C[C@@H]1C)[C@@H](C=1C=C(C=CC1)O)C=1SC=C(C1)Br)C ((±)-3-((S)-((2R,5S)-4-allyl-2,5-dimethyl-1-piperazinyl)(4-bromo-2-thienyl)methyl)phenol). Yield: 21.1%. RXN SMILES: [CH2:1]([N:4]1[C@H:9]([CH3:10])[CH2:8][N:7]([C@@H:11]([C:19]2[S:20][CH:21]=[C:22]([Br:24])[CH:23]=2)[C:12]2[CH:13]=[C:14]([OH:18])[CH:15]=[CH:16][CH:17]=2)[C@@H:6]([CH3:25])[CH2:5]1)[CH:2]=[CH2:3]>C(O)C>[CH2:1]([N:4]1[C@@H:9]([CH3:10])[CH2:8][N:7]([C@H:11]([C:19]2[S:20][CH:21]=[C:22]([Br:24])[CH:23]=2)[C:12]2[CH:13]=[C:14]([OH:18])[CH:15]=[CH:16][CH:17]=2)[C@H:6]([CH3:25])[CH2:5]1)[CH:2]=[CH2:3]. Procedure details: A solution of 4.22 g (11 mmol) of (-)-p-ditoluoyl-L-tartaric acid in 15 mL of absolute ethanol was added to a suspension of 2.3 g (5.5 mmol) of (±)-3-((R*)-((2S*,5R*)-4-allyl-2,5-dimethyl-1-piperazinyl)(4-bromo-2-thienyl)methyl)phenol (Example 42) in 5 mL of absolute ethanol. The mixture was heated to boiling and the resulting clear solution was allowed to crystallize at room temperature. After three crystallizations, the salt was converted to the free amine as in Example 65 and recrystallized f...